From a dataset of the Open Reaction Database (ORD), a public repository of structured organic reaction records. describe an organic reaction: reactants, conditions, products, and yield Reactants: C(C)(C)(C)OC(=O)N1C2CC(CC1CC2)O (3-Hydroxy-8-aza-bicyclo[3.2.1]octane-8-carboxylic acid tert-butyl ester), [H-].[Na+] (sodium hydride), ClC1=C(C=C2C=CN(C(C2=C1)=O)CC1=CC=C(C=C1)OC)F (7-Chloro-6-fluoro-2-(4-methoxy-benzyl)-2H-isoquinolin-1-one), O (water). Run in CC(=O)N(C)C (dimethyl acetamide), CC(=O)N(C)C (dimethyl acetamide), CC(=O)N(C)C (dimethyl acetamide). Reaction conditions: time 1 hour. The product is C(C)(C)(C)OC(=O)N1C2CC(CC1CC2)OC=2C=C1C=CN(C(C1=CC2Cl)=O)CC2=CC=C(C=C2)OC (3-[7-Chloro-2-(4-methoxy-benzyl)-1-oxo-1,2-dihydro-isoquinolin-6-yloxy]-8-aza-bicyclo[3.2.1]octane-8-carboxylic acid tert-butyl ester). The yield is 80.1%. RXN SMILES: [H-].[Na+].[Cl:3][C:4]1[CH:13]=[C:12]2[C:7]([CH:8]=[CH:9][N:10]([CH2:15][C:16]3[CH:21]=[CH:20][C:19]([O:22][CH3:23])=[CH:18][CH:17]=3)[C:11]2=[O:14])=[CH:6][C:5]=1F.O.[C:26]([O:30][C:31]([N:33]1[CH:38]2[CH2:39][CH2:40][CH:34]1[CH2:35][CH:36]([OH:41])[CH2:37]2)=[O:32])([CH3:29])([CH3:28])[CH3:27]>CC(N(C)C)=O>[C:26]([O:30][C:31]([N:33]1[CH:38]2[CH2:39][CH2:40][CH:34]1[CH2:35][CH:36]([O:41][C:5]1[CH:6]=[C:7]3[C:12](=[CH:13][C:4]=1[Cl:3])[C:11](=[O:14])[N:10]([CH2:15][C:16]1[CH:21]=[CH:20][C:19]([O:22][CH3:23])=[CH:18][CH:17]=1)[CH:9]=[CH:8]3)[CH2:37]2)=[O:32])([CH3:29])([CH3:27])[CH3:28] |f:0.1|. Procedure: 528 mg of sodium hydride (60%) were suspended in 8 mL of dimethyl acetamide and 1.00 g of 3-hydroxy-8-aza-bicyclo[3.2.1]octane-8-carboxylic acid tert-butyl ester (70), dissolved in 4 mL of dimethyl acetamide, were added dropwise. After 1 h, 1.40 g of 7-Chloro-6-fluoro-2-(4-methoxy-benzyl)-2H-isoquinolin-1-one (62), dissolved in another 8 mL of dimethyl acetamide, were added. The reaction mixture was stirred at room temperature until the reaction was complete. 30 mL of water were added, the resul... The reactants are ClC1=CC=2C3=C(N(C2C=C1)CCC(=O)O)CCN(C3)C (3-(8-chloro-1,2,3,4-tetrahydro-2-methylpyrido[4,3-b]indol-5-yl)propanoic acid), N1CCOCC1 (morpholine), C1CCC(CC1)N=C=NC2CCCCC2 (DCC). Reagents/catalysts: CN(C)C=1C=CN=CC1 (DMAP). Solvent: C(Cl)Cl (DCM). Reaction conditions: time 3 hour. Yields the product ClC1=CC=2C3=C(N(C2C=C1)CCC(=O)N1CCOCC1)CCN(C3)C (3-(8-chloro-1,2,3,4-tetrahydro-2-methylpyrido[4,3-b]indol-5-yl)-1-morpholinopropan-1-one). The yield is 8.1%. As a reaction SMILES: [Cl:1][C:2]1[CH:10]=[CH:9][C:8]2[N:7]([CH2:11][CH2:12][C:13]([OH:15])=O)[C:6]3[CH2:16][CH2:17][N:18]([CH3:20])[CH2:19][C:5]=3[C:4]=2[CH:3]=1.[NH:21]1[CH2:26][CH2:25][O:24][CH2:23][CH2:22]1.C1CCC(N=C=NC2CCCCC2)CC1>CN(C1C=CN=CC=1)C.C(Cl)Cl>[Cl:1][C:2]1[CH:10]=[CH:9][C:8]2[N:7]([CH2:11][CH2:12][C:13]([N:21]3[CH2:26][CH2:25][O:24][CH2:23][CH2:22]3)=[O:15])[C:6]3[CH2:16][CH2:17][N:18]([CH3:20])[CH2:19][C:5]=3[C:4]=2[CH:3]=1. Procedure details: A mixture of 3-(8-chloro-1,2,3,4-tetrahydro-2-methylpyrido[4,3-b]indol-5-yl)propanoic acid (100 mg, 0.34 mmol), morpholine (29 mg, 0.34 mmol), DCC (77 mg, 0.37 mmol), and DMAP (46 mg, 0.37 mmol) in dry DCM (2.5 mL) was stirred at room temperature for 3 h. The reaction mixture was filtered through Celite and concentrated by rota vapor to obtain 10 mg of 3-(8-chloro-1,2,3,4-tetrahydro-2-methylpyrido[4,3-b]indol-5-yl)-1-morpholinopropan-1-one as TFA salt after purification by reverse-phase chromato... The reactants are N#Cc1cc([N+](=O)[O-])ccc1Oc1ccc(F)c(NC(=O)C(F)(F)F)c1, C, CO, [Pd]. The product is N#Cc1cc(N)ccc1Oc1ccc(F)c(NC(=O)C(F)(F)F)c1. Reaction SMILES: [C:1](#[N:2])[c:3]1[c:4]([O:5][c:6]2[cH:7][cH:8][c:9]([F:19])[c:10]([NH:12][C:13]([C:14]([F:15])([F:16])[F:17])=[O:18])[cH:11]2)[cH:20][cH:21][c:22]([N+:24]([O-:25])=[O:26])[cH:23]1.[C:29].[CH3:27][OH:28].[Pd:30]>>[C:1](#[N:2])[c:3]1[c:4]([O:5][c:6]2[cH:7][cH:8][c:9]([F:19])[c:10]([NH:12][C:13]([C:14]([F:15])([F:16])[F:17])=[O:18])[cH:11]2)[cH:20][cH:21][c:22]([NH2:24])[cH:23]1. The reactants are COC(=O)C1CCC2CCCCC(NC(=O)OC(C)(C)C)C(=O)N21, ClCCl. Product: COC(=O)C1CCC2CCCCC(N)C(=O)N21. Reaction SMILES: [CH3:1][O:2][C:3](=[O:4])[CH:5]1[CH2:6][CH2:7][CH:8]2[N:9]1[C:10](=[O:24])[CH:11]([NH:16][C:17]([O:18][C:19]([CH3:20])([CH3:21])[CH3:22])=[O:23])[CH2:12][CH2:13][CH2:14][CH2:15]2.[Cl:25][CH2:26][Cl:27]>>[CH3:1][O:2][C:3](=[O:4])[CH:5]1[CH2:6][CH2:7][CH:8]2[N:9]1[C:10](=[O:24])[CH:11]([NH2:16])[CH2:12][CH2:13][CH2:14][CH2:15]2.